From a dataset of the Open Reaction Database (ORD), a public repository of structured organic reaction records. describe an organic reaction: reactants, conditions, products, and yield Reactants: C(#N)C=1C=C2C=3C[C@@H](CCC3N(C2=CC1)CC1=CC(=CC=C1)F)NC(=O)C1CC1 ((R)-Cyclopropanecarboxylic acid[6-cyano-9-(3-fluorobenzyl)-2,3,4,9-tetrahydro-1H-carbazol-3-yl]amide), C(=O)O (formic acid). Reagents/catalysts: [Al].[Ni] (nickel-aluminum). Run in CO (methanol). Yields the product FC=1C=C(CN2C3=CC=C(C=C3C=3C[C@@H](CCC23)NC(=O)C2CC2)C=O)C=CC1 ((R)-Cyclopropanecarboxylic acid[9-(3-fluorobenzyl)-6-formyl-2,3,4,9-tetrahydro-1H-carbazol-3-yl]-amide). Isolated yield 95.0%. Reaction SMILES: [C:1]([C:3]1[CH:4]=[C:5]2[C:13](=[CH:14][CH:15]=1)[N:12]([CH2:16][C:17]1[CH:22]=[CH:21][CH:20]=[C:19]([F:23])[CH:18]=1)[C:11]1[CH2:10][CH2:9][C@@H:8]([NH:24][C:25]([CH:27]3[CH2:29][CH2:28]3)=[O:26])[CH2:7][C:6]2=1)#N.C(O)=[O:31]>[Al].[Ni].CO>[F:23][C:19]1[CH:18]=[C:17]([CH:22]=[CH:21][CH:20]=1)[CH2:16][N:12]1[C:11]2[CH2:10][CH2:9][C@@H:8]([NH:24][C:25]([CH:27]3[CH2:29][CH2:28]3)=[O:26])[CH2:7][C:6]=2[C:5]2[C:13]1=[CH:14][CH:15]=[C:3]([CH:1]=[O:31])[CH:4]=2 |f:2.3|. Procedure: Combine (R)-cyclopropanecarboxylic acid[6-cyano-9-(3-fluorobenzyl)-2,3,4,9-tetrahydro-1H-carbazol-3-yl]amide (Example 194) (3.70 g, 9.55 mmol) and nickel-aluminum catalyst (10.0 g) in 90% formic acid and heat at 90-100° C. for 18 h. Dilute with methanol, filter to remove catalyst, and concentrate the filtrate in vacuo. Neutralize the filtrate by addition of solid NaHCO3 after taking up in ethyl acetate/water. Dry the ethyl acetate portion over Na2SO4, filter, and evaporate to give 3.53 g (95%) o... Reactants: C(=O)(C(F)(F)F)O (TFA), C(C)(C)(C)OC(=O)N1CCC=2C=3C(=NC=NC3SC2C1)NC(CO)C1=CC=CC=C1 (4-(2-hydroxy-1-phenyl-ethylamino)-5,8-dihydro-6H-9-thia-1,3,7-triaza-fluorene-7-carboxylic acid tert-butyl ester), C([O-])(O)=O.[Na+] (sodium bicarbonate). The solvent is ClCCl (dichloromethane). Reaction conditions: time 4 hour. Yields the product C1(=CC=CC=C1)C(CO)NC1=NC=NC=2SC=3CNCCC3C12 (2-Phenyl-2-(5,6,7,8-tetrahydro-9-thia-1,3,7-triaza-fluoren-4-ylamino)-ethanol). Yield: 76.2%. RXN SMILES: C(OC([N:8]1[CH2:20][C:19]2[S:18][C:17]3[N:16]=[CH:15][N:14]=[C:13]([NH:21][CH:22]([C:25]4[CH:30]=[CH:29][CH:28]=[CH:27][CH:26]=4)[CH2:23][OH:24])[C:12]=3[C:11]=2[CH2:10][CH2:9]1)=O)(C)(C)C.C(O)(C(F)(F)F)=O.C(=O)(O)[O-].[Na+]>ClCCl>[C:25]1([CH:22]([NH:21][C:13]2[C:12]3[C:11]4[CH2:10][CH2:9][NH:8][CH2:20][C:19]=4[S:18][C:17]=3[N:16]=[CH:15][N:14]=2)[CH2:23][OH:24])[CH:30]=[CH:29][CH:28]=[CH:27][CH:26]=1 |f:2.3|. Procedure: To a mixture of 4-(2-hydroxy-1-phenyl-ethylamino)-5,8-dihydro-6H-9-thia-1,3,7-triaza-fluorene-7-carboxylic acid tert-butyl ester (0.6 g) in dichloromethane (2 mL) at room temperature was added TFA (1 mL). The reaction mixture was stirred for 4 h, then neutralized by slow addition of sodium bicarbonate solution. The precipitate formed was collected by filtration and washed with water then dichloromethane to give the title compound (0.350 g, 76%). 1H NMR (400 MHz, CDCl3): δ 8.28 (s, 1H), 7.26-7.38... The reactants are ice water, ClC1=C(C=C(C(=C1)F)N)O (2-Chloro-4-fluoro-5-aminophenol), C1(C2C(C(=O)O1)CCCC2)=O (2,4,5,6-tetrahydrophthalic anhydride), resultant mixture. Run in C(C)(=O)O (acetic acid). The product is ClC1=CC(=C(C=C1O)N1C(C2=C(C1=O)CCCC2)=O)F (N-(4-chloro-2-fluoro-5-hydroxyphenyl)-3,4,5,6-tetrahydrophthalimide). The yield is 34.8%. Reaction SMILES: [Cl:1][C:2]1[CH:7]=[C:6]([F:8])[C:5]([NH2:9])=[CH:4][C:3]=1[OH:10].[C:11]1(=O)[O:16][C:14](=[O:15])[CH:13]2[CH2:17][CH2:18][CH2:19][CH2:20][CH:12]12>C(O)(=O)C>[Cl:1][C:2]1[C:3]([OH:10])=[CH:4][C:5]([N:9]2[C:14](=[O:15])[C:13]3[CH2:17][CH2:18][CH2:19][CH2:20][C:12]=3[C:11]2=[O:16])=[C:6]([F:8])[CH:7]=1. Procedure: 2-Chloro-4-fluoro-5-aminophenol (6.6 g) and 2,4,5,6-tetrahydrophthalic anhydride (6 g) are dissolved in acetic acid (20 ml) and refluxed for 2 hours. The resultant mixture is allowed to cool to room temperature and poured into ice-water, followed by extraction with ether. The ether extract is washed with a saturated sodium hydrogen carbonate solution and water in order, dried over anhydrous magnesium sulfate and concentrated. The residue is purified by silica gel-chromatography to give 4.0 g of ... Reactants: N1C=CC2=CC(=CN=C12)OC1=NC=NC2=CC(=C(C=C12)OC)OCCCN1CCN(CC1)C(=O)OC(C)(C)C (4-(7-Azaindol-5-yloxy)-7-{3-[4-(tert-butoxycarbonyl)piperazin-1-yl]propoxy}-6-methoxyquinazoline), FC(C(=O)O)(F)F (trifluoroacetic acid), FC(C(=O)O)(F)F (trifluoroacetic acid). The solvent is ClCCl (dichloromethane). Run at time 3 hour. Yields the product N1C=CC2=CC(=CN=C12)OC1=NC=NC2=CC(=C(C=C12)OC)OCCCN1CCNCC1 (4-(7-azaindol-5-yloxy)-6-methoxy-7-(3-piperazin-1-ylpropoxy)quinazoline). Isolated yield 42.8%. As a reaction SMILES: [NH:1]1[C:9]2[C:4](=[CH:5][C:6]([O:10][C:11]3[C:20]4[C:15](=[CH:16][C:17]([O:23][CH2:24][CH2:25][CH2:26][N:27]5[CH2:32][CH2:31][N:30](C(OC(C)(C)C)=O)[CH2:29][CH2:28]5)=[C:18]([O:21][CH3:22])[CH:19]=4)[N:14]=[CH:13][N:12]=3)=[CH:7][N:8]=2)[CH:3]=[CH:2]1.FC(F)(F)C(O)=O>ClCCl>[NH:1]1[C:9]2[C:4](=[CH:5][C:6]([O:10][C:11]3[C:20]4[C:15](=[CH:16][C:17]([O:23][CH2:24][CH2:25][CH2:26][N:27]5[CH2:32][CH2:31][NH:30][CH2:29][CH2:28]5)=[C:18]([O:21][CH3:22])[CH:19]=4)[N:14]=[CH:13][N:12]=3)=[CH:7][N:8]=2)[CH:3]=[CH:2]1. Procedure details: 4-(7-Azaindol-5-yloxy)-7-{3-[4-(tert-butoxycarbonyl)piperazin-1-yl]propoxy}-6-methoxyquinazoline (1.9 g, 3.55 mmol) was suspended in dichloromethane (60 ml) and trifluoroacetic acid (2 ml) added dropwise. All solid dissolved at this point giving an orange solution which was stirred for 3 hours at ambient temperature. More trifluoroacetic acid (4 ml) was added and the mixture stirred overnight. The mixture was concentrated under reduced pressure and the residue concentrated from dichloromethane (... Starting materials: N1C=NC=C1 (imidazole), ClC=1N=C(C2=C(N1)SC(=C2)C(F)(F)F)NCC2=CC1=C(C=C2)OCO1 (2-chloro-6-trifluoromethyl-4-(3,4-methylenedioxybenzylamino)-thieno-[2,3-d]-pyrimidine). The product is N1(C=NC=C1)C=1N=C(C2=C(N1)SC(=C2)C(F)(F)F)NCC2=CC1=C(C=C2)OCO1 (2-(imidazol-1-yl)-6-trifluoromethyl-4-(3,4-methylenedioxybenzylamino)-thieno-[2,3-d]-pyrimidine). RXN SMILES: [NH:1]1[CH:5]=[CH:4][N:3]=[CH:2]1.Cl[C:7]1[N:8]=[C:9]([NH:20][CH2:21][C:22]2[CH:27]=[CH:26][C:25]3[O:28][CH2:29][O:30][C:24]=3[CH:23]=2)[C:10]2[CH:15]=[C:14]([C:16]([F:19])([F:18])[F:17])[S:13][C:11]=2[N:12]=1>>[N:1]1([C:7]2[N:8]=[C:9]([NH:20][CH2:21][C:22]3[CH:27]=[CH:26][C:25]4[O:28][CH2:29][O:30][C:24]=4[CH:23]=3)[C:10]3[CH:15]=[C:14]([C:16]([F:17])([F:19])[F:18])[S:13][C:11]=3[N:12]=2)[CH:5]=[CH:4][N:3]=[CH:2]1. Reported procedure: Following the procedure of Example 97, the reaction of imidazole with 2-chloro-6-trifluoromethyl-4-(3,4-methylenedioxybenzylamino)-thieno-[2,3-d]-pyrimidine gives 2-(imidazol-1-yl)-6-trifluoromethyl-4-(3,4-methylenedioxybenzylamino)-thieno-[2,3-d]-pyrimidine. Reactants: O=C1CCCC(COCc2ccccc2)C1, CC(=O)[O-], CCO, Cl, NO, [Na+]. Product: ON=C1CCCC(COCc2ccccc2)C1. RXN SMILES: [CH2:1]([c:2]1[cH:3][cH:4][cH:5][cH:6][cH:7]1)[O:8][CH2:9][CH:10]1[CH2:11][C:12](=[O:16])[CH2:13][CH2:14][CH2:15]1.[CH3:18][C:19](=[O:20])[O-:21].[CH3:25][CH2:26][OH:27].[ClH:22].[NH2:23][OH:24].[Na+:17]>>[CH2:1]([c:2]1[cH:3][cH:4][cH:5][cH:6][cH:7]1)[O:8][CH2:9][CH:10]1[CH2:11][C:12](=[N:23][OH:24])[CH2:13][CH2:14][CH2:15]1.